describe an organic reaction: reactants, conditions, products, and yield From a dataset of the Open Reaction Database (ORD), a public repository of structured organic reaction records. Starting materials: P(C(C)(C)C)(C(C)(C)C)C(C)(C)C (PtBu3), O([Na])C(C)(C)C (NaO-t-Bu), COC(CCN1CCN(CC1)C1=CC=C(C=C1)N)=O (3-[4-(4-Amino-phenyl)-piperazin-1-yl]-propionic acid methyl ester), IC1=CC=CC=C1 (iodobenzene). The reagents and catalysts are C=1C=CC(=CC1)/C=C/C(=O)/C=C/C2=CC=CC=C2.C=1C=CC(=CC1)/C=C/C(=O)/C=C/C2=CC=CC=C2.C=1C=CC(=CC1)/C=C/C(=O)/C=C/C2=CC=CC=C2.[Pd].[Pd] (Pd2(dba)3). Solvent: C1(=CC=CC=C1)C (toluene). Reaction conditions: time 8 hour. Product: COC(CCN1CCN(CC1)C1=CC=C(C=C1)NC1=CC=CC=C1)=O (3-[4-(4-Phenylamino-phenyl)-piperazin-1-yl]-propionic acid methyl ester). Yield: 11.9%. RXN SMILES: [CH3:1][O:2][C:3](=[O:19])[CH2:4][CH2:5][N:6]1[CH2:11][CH2:10][N:9]([C:12]2[CH:17]=[CH:16][C:15]([NH2:18])=[CH:14][CH:13]=2)[CH2:8][CH2:7]1.I[C:21]1[CH:26]=[CH:25][CH:24]=[CH:23][CH:22]=1.P(C(C)(C)C)(C(C)(C)C)C(C)(C)C.O(C(C)(C)C)[Na]>C1(C)C=CC=CC=1.C1C=CC(/C=C/C(/C=C/C2C=CC=CC=2)=O)=CC=1.C1C=CC(/C=C/C(/C=C/C2C=CC=CC=2)=O)=CC=1.C1C=CC(/C=C/C(/C=C/C2C=CC=CC=2)=O)=CC=1.[Pd].[Pd]>[CH3:1][O:2][C:3](=[O:19])[CH2:4][CH2:5][N:6]1[CH2:11][CH2:10][N:9]([C:12]2[CH:17]=[CH:16][C:15]([NH:18][C:21]3[CH:26]=[CH:25][CH:24]=[CH:23][CH:22]=3)=[CH:14][CH:13]=2)[CH2:8][CH2:7]1 |f:5.6.7.8.9|. Procedure details: The compound from step 2 (554 mg, 2.11 mmol) and iodobenzene (430 mg, 2.11 mmol) were dissolved in toluene (15 ml) and the following reagents were added: Pd2(dba)3 (58 mg, 0.063 mmol), PtBu3 (128 mg. 0.63 mmol) and NaO-t-Bu (202 mg, 2.11 mmol). The reaction mixture was stirred at ambient temperature overnight and then filtered. The filtrate was loaded onto a silica gel column and eluted with 1% MeOH in CH2Cl2 to yield the title compound as a yellow solid (85 mg, 11.9%): MS (ESI) m/z 340 (M+H); 1... The reactants are COc1cccnc1Br, C=C(OCC)[Sn](CCCC)(CCCC)CCCC, [Cu]I, CN(C)C=O. Product: C=C(OCC)c1ncccc1OC. Reaction SMILES: [Br:1][c:2]1[n:3][cH:4][cH:5][cH:6][c:7]1[O:8][CH3:9].[CH2:10]([Sn:11]([CH2:12][CH2:13][CH2:14][CH3:20])([C:15](=[CH2:16])[O:17][CH2:18][CH3:19])[CH2:21][CH2:22][CH2:23][CH3:24])[CH2:25][CH2:26][CH3:27].[Cu:28][I:29].[O:30]=[CH:31][N:32]([CH3:33])[CH3:34]>>[c:2]1([C:15](=[CH2:16])[O:17][CH2:18][CH3:19])[n:3][cH:4][cH:5][cH:6][c:7]1[O:8][CH3:9]. The reactants are 1-Cyclopropyl-6-fluoro-8-methoxy, 1-cyclopropyl-6-fluoro-1,4-dihydro-8-methoxy, O=C1C(C=NC2=CC=CC=C12)C(=O)O (4-oxo-quinoline-3-carboxylic acid), [OH-].[Na+] (sodium hydroxide), Cl (hydrochloric acid). Yields the product O=C1C(=CNC2=CC=CC=C12)C(=O)O (1,4-dihydro-4-oxo-quinoline-3-carboxylic acid). Reaction SMILES: [O:1]=[C:2]1[C:11]2[C:6](=[CH:7][CH:8]=[CH:9][CH:10]=2)[N:5]=[CH:4][CH:3]1[C:12]([OH:14])=[O:13].[OH-].[Na+].Cl>>[O:1]=[C:2]1[C:11]2[C:6](=[CH:7][CH:8]=[CH:9][CH:10]=2)[NH:5][CH:4]=[C:3]1[C:12]([OH:14])=[O:13] |f:1.2|. Procedure details: 1-Cyclopropyl-6-fluoro-8-methoxy-7-{4-amino-3-alkyl/3,3-dialkyl/3,5dialkyl-1-piperidinyl}-1,4-dihydro-4-oxo-quinoline-3-carboxylic acid and enantiomers were prepared by hydrolysis of racemic or optically active 1-cyclopropyl-6-fluoro-1,4-dihydro-8-methoxy-7-{4-benzyloxycarbonylamino/t-butyloxycarbonylamino/ethoxycarbonylamino-3-alkyl/3,3-dialkyl/3,5-dialkyl-1-piperidinyl)-4-oxo-quinoline-3-carboxylic acid with aqueous alkali preferably aqueous sodium hydroxide or inorganic acid such as hydrochlo... As a reaction SMILES: [CH3:1][N:2]([CH2:4][C:5]([OH:7])=O)[CH3:3].C(N1C=CN=C1)(N1C=CN=C1)=O.[NH2:20][CH2:21][CH2:22][N:23]1[C:27]([CH3:28])=[CH:26][CH:25]=[C:24]1[CH3:29]>COCCOC>[CH3:29][C:24]1[N:23]([CH2:22][CH2:21][NH:20][C:5](=[O:7])[CH2:4][N:2]([CH3:3])[CH3:1])[C:27]([CH3:28])=[CH:26][CH:25]=1. Reactants: CN(C)CC(=O)O (N,N-dimethylaminoacetic acid), C(=O)(N1C=NC=C1)N1C=NC=C1 (carbonyldiimidazole), NCCN1C(=CC=C1C)C (1-(2-aminoethyl)-2,5-dimethylpyrrole). Yields the product CC=1N(C(=CC1)C)CCNC(CN(C)C)=O (N-(2-(2,5-Dimethyl-1-pyrrolyl)ethyl)-(N,N-dimethylamino)acetamide). Reaction conditions: time 5 hour. Solvent: COCCOC (ethylene glycol dimethyl ether), COCCOC (ethylene glycol dimethyl ether). Reported procedure: 5.2 g (0.05 mol) of N,N-dimethylaminoacetic acid and 8.1 g (0.05 mol) of carbonyldiimidazole in 20 ml of ethylene glycol dimethyl ether are stirred at 70° C. for 15 min. After addition of 5.5 g (0.04 mol) of 1-(2-aminoethyl)-2,5-dimethylpyrrole, dissolved in 20 ml of ethylene glycol dimethyl ether, to the mixture it is stirred at room temperature for 5 h, then concentrated, water is added, and the mixture is extracted first when acid and then when alkaline. The product contained in the extract f... Reactants: CO, Cc1ccc(S(=O)(=O)Oc2ccc(CN(C(=O)C3CCCCC3)c3ccc(OCCN4CCCC4)cc3)cc2)cc1, [Na+], [OH-]. Product: O=C(C1CCCCC1)N(Cc1ccc(O)cc1)c1ccc(OCCN2CCCC2)cc1. As a reaction SMILES: [CH3:44][OH:45].[CH:1]1([C:7](=[O:8])[N:9]([c:10]2[cH:11][cH:12][c:13]([O:16][CH2:17][CH2:18][N:19]3[CH2:20][CH2:21][CH2:22][CH2:23]3)[cH:14][cH:15]2)[CH2:24][c:25]2[cH:26][cH:27][c:28]([O:31][S:32]([c:33]3[cH:34][cH:35][c:36]([CH3:37])[cH:38][cH:39]3)(=[O:40])=[O:41])[cH:29][cH:30]2)[CH2:2][CH2:3][CH2:4][CH2:5][CH2:6]1.[Na+:43].[OH-:42]>>[CH:1]1([C:7](=[O:8])[N:9]([c:10]2[cH:11][cH:12][c:13]([O:16][CH2:17][CH2:18][N:19]3[CH2:20][CH2:21][CH2:22][CH2:23]3)[cH:14][cH:15]2)[CH2:24][c:25]2[cH:26][cH:27][c:28]([OH:31])[cH:29][cH:30]2)[CH2:2][CH2:3][CH2:4][CH2:5][CH2:6]1. Starting materials: CC=1C=C2C(=CC(OC2=CC1)=O)NC1CCNCC1 (6-methyl-4-(piperidin-4-ylamino)-chromen-2-one), OC=1C=C(C=O)C=CC1 (3-hydroxybenzaldehyde). The product is OC=1C=C(CN2CCC(CC2)NC2=CC(OC3=CC=C(C=C23)C)=O)C=CC1 (4-[1-(3-Hydroxy-benzyl)-piperidin-4-ylamino]-6-methyl-chromen-2-one). As a reaction SMILES: [CH3:1][C:2]1[CH:3]=[C:4]2[C:9](=[CH:10][CH:11]=1)[O:8][C:7](=[O:12])[CH:6]=[C:5]2[NH:13][CH:14]1[CH2:19][CH2:18][NH:17][CH2:16][CH2:15]1.[OH:20][C:21]1[CH:22]=[C:23]([CH:26]=[CH:27][CH:28]=1)[CH:24]=O>>[OH:20][C:21]1[CH:22]=[C:23]([CH:26]=[CH:27][CH:28]=1)[CH2:24][N:17]1[CH2:18][CH2:19][CH:14]([NH:13][C:5]2[C:4]3[C:9](=[CH:10][CH:11]=[C:2]([CH3:1])[CH:3]=3)[O:8][C:7](=[O:12])[CH:6]=2)[CH2:15][CH2:16]1. Reported procedure: According to Procedure A above, 6-methyl-4-(piperidin-4-ylamino)-chromen-2-one and 3-hydroxybenzaldehyde were processed to give the title compound. MS (DCI/NH3) m/z 465 [M+H]+; 1H NMR (500 MHz, DMSO) δ ppm 9.41-9.63 (m, 1H), 7.94 (m, 1H), 7.40 (m, 1H), 7.29 (m, 2H), 7.20 (m, 1H), 6.90 (m, 3H), 5.36 (m, 1H), 4.22 (m, 2H), 3.74 (m, 1H), 3.48 (m, 2H), 3.09 (m, 2H), 2.37 (m, 3H), 2.18 (m, 2H), 1.80 (m, 2H).